From a dataset of the Open Reaction Database (ORD), a public repository of structured organic reaction records. describe an organic reaction: reactants, conditions, products, and yield Starting materials: C(CCC)[Li] (butyllithium), BrC1=NC(=C(C(=C1F)[Si](C)(C)C(C)(C)C)F)F ((2-bromo-3,5,6-trifluoro-4-pyridyl)-tert-butyl-dimethyl-silane), ClC1=NC=NC(=C1C=O)Cl (4,6-dichloropyrimidine-5-carbaldehyde). Solvent: C1CCOC1 (THF), C1CCOC1 (THF). Run at temperature -78 celsius, time 40 minute. Yields the product [Si](C)(C)(C(C)(C)C)C1=C(C(=NC(=C1F)F)C(O)C=1C(=NC=NC1Cl)Cl)F ((4-(tert-butyldimethylsilyl)-3,5,6-trifluoropyridin-2-yl)(4,6-dichloropyrimidin-5-yl)methanol). Yield: 37.2%. Reaction SMILES: Br[C:2]1[C:7]([F:8])=[C:6]([Si:9]([C:12]([CH3:15])([CH3:14])[CH3:13])([CH3:11])[CH3:10])[C:5]([F:16])=[C:4]([F:17])[N:3]=1.C([Li])CCC.[Cl:23][C:24]1[C:29]([CH:30]=[O:31])=[C:28]([Cl:32])[N:27]=[CH:26][N:25]=1>C1COCC1>[Si:9]([C:6]1[C:5]([F:16])=[C:4]([F:17])[N:3]=[C:2]([CH:30]([C:29]2[C:24]([Cl:23])=[N:25][CH:26]=[N:27][C:28]=2[Cl:32])[OH:31])[C:7]=1[F:8])([C:12]([CH3:15])([CH3:14])[CH3:13])([CH3:11])[CH3:10]. Reported procedure: To a solution of (2-bromo-3,5,6-trifluoro-4-pyridyl)-tert-butyl-dimethyl-silane (2.5 g, 7.66 mmol) in THF (15 mL) cooled at −78° C. was added butyllithium (2.5M in hexanes) (3.22 mL of 2.5 M, 8.05 mmol) at a rate which maintained the temperature below −70° C. On complete addition, the reaction mixture was stirred at −78° C. for 40 minutes and then a solution of 4,6-dichloropyrimidine-5-carbaldehyde (1.43 g, 8.05 mmol) in THF (25 mL) was added at a rate which maintained the temperature below −70°... Starting materials: Cl (hydrochloric acid), C([O-])([O-])=O.[Na+].[Na+] (sodium carbonate), CC1=CC=CC(=C1C(=O)O)NC([C@@H](N)C(C)C)=O (6-methyl-2-(L-valylamino)benzoic acid), C1=CC=CC=2C3=CC=CC=C3C(C12)COC(=O)Cl (9-fluorenylmethoxycarbonyl chloride). The solvent is O (water), O1CCOCC1 (1,4-dioxane), O (water), O1CCOCC1 (1,4-dioxane). Run at time 3.5 hour. Product: C1=CC=CC=2C3=CC=CC=C3C(C12)COC(=O)N[C@@H](C(C)C)C(=O)NC1=C(C(=O)O)C(=CC=C1)C (2-{[N-(9-fluorenylmethoxy-carbonyl)-L-valyl]amino}-6-methylbenzoic acid). The yield is 73.0%. As a reaction SMILES: C(=O)([O-])[O-].[Na+].[Na+].[CH3:7][C:8]1[C:13]([C:14]([OH:16])=[O:15])=[C:12]([NH:17][C:18](=[O:24])[C@H:19]([CH:21]([CH3:23])[CH3:22])[NH2:20])[CH:11]=[CH:10][CH:9]=1.[CH:25]1[C:37]2[CH:36]([CH2:38][O:39][C:40](Cl)=[O:41])[C:35]3[C:30](=[CH:31][CH:32]=[CH:33][CH:34]=3)[C:29]=2[CH:28]=[CH:27][CH:26]=1.Cl>O1CCOCC1.O>[CH:25]1[C:37]2[CH:36]([CH2:38][O:39][C:40]([NH:20][C@H:19]([C:18]([NH:17][C:12]3[CH:11]=[CH:10][CH:9]=[C:8]([CH3:7])[C:13]=3[C:14]([OH:16])=[O:15])=[O:24])[CH:21]([CH3:22])[CH3:23])=[O:41])[C:35]3[C:30](=[CH:31][CH:32]=[CH:33][CH:34]=3)[C:29]=2[CH:28]=[CH:27][CH:26]=1 |f:0.1.2|. Procedure details: 284 mg of sodium carbonate and 336 mg of 6-methyl-2-(L-valylamino)benzoic acid were dissolved in a mixture consisting of 17 ml of 1,4-dioxane and 12 ml of water, followed by adding dropwise a solution of 345 mg of 9-fluorenylmethoxycarbonyl chloride in 7 ml of 1,4-dioxane under ice-cooling. After stirring for 3.5 hours at room temperature, the reaction mixture was poured into water, acidified with concentrated hydrochloric acid, and extracted with ethyl acetate. The organic layer was washed with... Reactants: C(C1=CC=CC=C1)N1CCC(CC1)NC (1-benzyl-4-methylaminopiperidine), Cl (hydrochloric acid), C1(CC1)C=O (cyclopropane carboxaldehyde), C(#N)[BH3-].[Na+] (sodium cyanoborohydride). Run in CO (methanol). Run at temperature 45 celsius, time 5 hour. Product: C(C1=CC=CC=C1)N1CCC(CC1)N(C)CC1CC1 (1-benzyl-4-(cyclopropylmethyl-methyl-amino)-piperidine). Isolated yield 95.0%. Reaction SMILES: [CH2:1]([N:8]1[CH2:13][CH2:12][CH:11]([NH:14][CH3:15])[CH2:10][CH2:9]1)[C:2]1[CH:7]=[CH:6][CH:5]=[CH:4][CH:3]=1.[CH:16]1([CH:19]=O)[CH2:18][CH2:17]1.C([BH3-])#N.[Na+].Cl>CO>[CH2:1]([N:8]1[CH2:13][CH2:12][CH:11]([N:14]([CH2:19][CH:16]2[CH2:18][CH2:17]2)[CH3:15])[CH2:10][CH2:9]1)[C:2]1[CH:3]=[CH:4][CH:5]=[CH:6][CH:7]=1 |f:2.3|. Reported procedure: 18.9 g of 1-benzyl-4-methylaminopiperidine in the form of the oil prepared in a) are taken up in 250 ml of methanol, combined with 8.3 g of cyclopropane carboxaldehyde and 11.3 g of sodium cyanoborohydride. The mixture is stirred for 5 hours at 40-50° C., then for about 16 hours at ambient temperature. It is then acidified with 2 N hydrochloric acid, evaporated to dryness in vacuo and the residue is taken up in water. It is washed with ether, made alkaline with concentrated sodium hydroxide solu... Starting materials: Cl.Cl.C(C)(C)(C)C1=C(C=CC=C1)N1CCNCC1 (1-(2-tert-butylphenyl)piperazine dihydrochloride), O.ON1N=NC2=C1C=CC=C2 (1-hydroxy-1H-benzotriazole monohydrate), Cl.C(C)N=C=NCCCN(C)C (1-ethyl-3-(3-dimethylaminopropyl)carbodiimide hydrochloride), Example 1, O=C1CCCC(N1)C(=O)O (6-oxopiperidine-2-carboxylic acid). Run in C(C)N(CC)CC (triethylamine), CN(C=O)C (N,N-dimethylformamide), O (Water). Product: C(C)(C)(C)C1=C(C=CC=C1)N1CCN(CC1)C(=O)C1CCCC(N1)=O (6-{[4-(2-tert-Butylphenyl)piperazin-1-yl]carbonyl}piperidin-2-one). The yield is 47.0%. Reaction SMILES: Cl.Cl.[C:3]([C:7]1[CH:12]=[CH:11][CH:10]=[CH:9][C:8]=1[N:13]1[CH2:18][CH2:17][NH:16][CH2:15][CH2:14]1)([CH3:6])([CH3:5])[CH3:4].[O:19]=[C:20]1[NH:25][CH:24]([C:26](O)=[O:27])[CH2:23][CH2:22][CH2:21]1.Cl.C(N=C=NCCCN(C)C)C.O.ON1C2C=CC=CC=2N=N1>O.CN(C)C=O.C(N(CC)CC)C>[C:3]([C:7]1[CH:12]=[CH:11][CH:10]=[CH:9][C:8]=1[N:13]1[CH2:18][CH2:17][N:16]([C:26]([CH:24]2[NH:25][C:20](=[O:19])[CH2:21][CH2:22][CH2:23]2)=[O:27])[CH2:15][CH2:14]1)([CH3:6])([CH3:4])[CH3:5] |f:0.1.2,4.5,6.7|. Procedure details: A mixture of 1-(2-tert-butylphenyl)piperazine dihydrochloride obtained in Reference Example 1 (500 mg), 6-oxopiperidine-2-carboxylic acid (261 mg), 1-ethyl-3-(3-dimethylaminopropyl)carbodiimide hydrochloride (403 mg), 1-hydroxy-1H-benzotriazole monohydrate (322 mg), triethylamine (0.627 mL), and N,N-dimethylformamide (5 mL) was stirred at room temperature for over-night. Water was added to the reaction solution, and the mixture was extracted with ethyl acetate. The ethyl acetate layer was washed... Starting materials: FC(C(=O)O)(F)F (Trifluoroacetic acid), C(C)(C)(C)OC(=O)NN(C(=O)C1[C@@H]2CC[C@](C1=O)(C2(C)C)C)C2=C(C=CC=C2)F (N′-(2-fluoro-phenyl)-N′-((1S,4S)-4,7,7-trimethyl-3-oxo-bicyclo[2.2.1]heptane-2-carbonyl)-hydrazinecarboxylic acid tert-butyl ester). Solvent: ClCCl (dichloromethane). Run at temperature 0 celsius, time 10 minute. Yields the product FC1=C(C=CC=C1)N1NC=2[C@]3(CC[C@@H](C2C1=O)C3(C)C)C ((4R,7S)-2-(2-fluoro-phenyl)-7,8,8-trimethyl-1,2,4,5,6,7-hexahydro-4,7-methano-indazol-3-one). The yield is 58.6%. RXN SMILES: FC(F)(F)C(O)=O.C(OC([NH:15][N:16]([C:30]1[CH:35]=[CH:34][CH:33]=[CH:32][C:31]=1[F:36])[C:17]([CH:19]1[C:24](=O)[C@:23]2([CH3:29])[C:26]([CH3:28])([CH3:27])[C@H:20]1[CH2:21][CH2:22]2)=[O:18])=O)(C)(C)C>ClCCl>[F:36][C:31]1[CH:32]=[CH:33][CH:34]=[CH:35][C:30]=1[N:16]1[C:17](=[O:18])[C:19]2[C@H:20]3[C:26]([CH3:28])([CH3:27])[C@:23]([CH3:29])([CH2:22][CH2:21]3)[C:24]=2[NH:15]1. Procedure: Trifluoroacetic acid (10 mL) was added slowly to a cooled (0° C.) solution of N′-(2-fluoro-phenyl)-N′-((1S,4S)-4,7,7-trimethyl-3-oxo-bicyclo[2.2.1]heptane-2-carbonyl)-hydrazinecarboxylic acid tert-butyl ester (˜5.3 mmol) in dichloromethane (10 mL), and the resulting solution was stirred at 0° C. for 10 min and then at room temperature for 3.5 h. The solvent was evaporated and dichloromethane (80 mL) was added. The solution was washed with water (4×20 mL) and brine (20 mL), dried (magnesium sulfa... Starting materials: C(CCC)P(C12CC3CC(CC(C1)C3)C2)C23CC1CC(CC(C2)C1)C3 (butyldiadamantyl-phosphine), COC=1C=C2C=CC(=CC2=CC1)Br (6-methoxy-2-bromonaphthalene), C([O-])([O-])=O.[K+].[K+] (potassium carbonate). Reagents/catalysts: CC(=O)[O-].CC(=O)[O-].[Pd+2] (Pd(OAc)2). Run in CN1CCCC1=O (NMP). Run at temperature 130 celsius. Yields the product COC=1C=C2C=CC(=CC2=CC1)C=C (6-methoxy-2-vinylnaphthalene). Yield: 92.0%. As a reaction SMILES: [CH3:1][O:2][C:3]1[CH:4]=[C:5]2[C:10](=[CH:11][CH:12]=1)[CH:9]=[C:8](Br)[CH:7]=[CH:6]2.C(=O)([O-])[O-].[K+].[K+].[CH2:20](P(C12CC3CC(CC(C3)C1)C2)C12CC3CC(CC(C3)C1)C2)[CH2:21]CC>CN1C(=O)CCC1.CC([O-])=O.CC([O-])=O.[Pd+2]>[CH3:1][O:2][C:3]1[CH:4]=[C:5]2[C:10](=[CH:11][CH:12]=1)[CH:9]=[C:8]([CH:20]=[CH2:21])[CH:7]=[CH:6]2 |f:1.2.3,6.7.8|. Reported procedure: 50 mmol of 6-methoxy-2-bromonaphthalene and 60 mmol of potassium carbonate are dissolved in 40 ml of NMP, and 0.001 mol % of Pd(OAc)2 and 0.004 mol % of butyldiadamantyl-phosphine are added. The mixture is placed under an ethylene pressure of 20 bar and stirred at 130° C. until conversion is complete. After filtration of the insoluble constituents, washing with alkaline solution and distillation, 92% of 6-methoxy-2-vinylnaphthalene is obtained. Starting materials: N#CCCCBr, O=C([O-])[O-], CN(C)C=O, [K+], [K+], Sc1cccc(CN2CCCCC2)c1, O. The product is N#CCCCSc1cccc(CN2CCCCC2)c1. RXN SMILES: [Br:21][CH2:22][CH2:23][CH2:24][C:25]#[N:26].[C:15](=[O:16])([O-:17])[O-:18].[CH3:28][N:29]([CH3:30])[CH:31]=[O:32].[K+:19].[K+:20].[N:1]1([CH2:7][c:8]2[cH:9][c:10]([SH:14])[cH:11][cH:12][cH:13]2)[CH2:2][CH2:3][CH2:4][CH2:5][CH2:6]1.[OH2:27]>>[N:1]1([CH2:7][c:8]2[cH:9][c:10]([S:14][CH2:22][CH2:23][CH2:24][C:25]#[N:26])[cH:11][cH:12][cH:13]2)[CH2:2][CH2:3][CH2:4][CH2:5][CH2:6]1. Starting materials: BrC=1C=C(C(N(C1)C)=O)NC1=NC=C(C=C1)N1CC(C1)(C)O (5-Bromo-3-(5-(3-hydroxy-3-methylazetidin-1-yl)pyridin-2-ylamino)-1-methylpyridin-2(1H)-one), C(C)(=O)OCC1=C(C=CC=C1B1OC(C(O1)(C)C)(C)C)N1C(C=2N(C=3CCCCC3C2)CC1)=O (2-(2-(Acetoxymethyl)-3-(4,4,5,5-tetramethyl-1,3,2-dioxaborolan-2-yl)phenyl)-3,4,6,7,8,9-hexahydropyrazino[1,2-a]indol-1(2H)-one), [O-]P(=O)([O-])[O-].[K+].[K+].[K+] (K3PO4), CC(=O)[O-].[Na+] (NaOAc). The reagents and catalysts are C1=CC=C(C=C1)P([C-]2C=CC=C2)C3=CC=CC=C3.C1=CC=C(C=C1)P([C-]2C=CC=C2)C3=CC=CC=C3.Cl[Pd]Cl.[Fe+2] (PdCl2(dppf)). Run in CC#N (MeCN), O (water). The product is C(C)(=O)OCC1=C(C=CC=C1N1C(C=2N(C=3CCCCC3C2)CC1)=O)C1=CN(C(C(=C1)NC1=NC=C(C=C1)N1CC(C1)(C)O)=O)C (2-(5-(5-(3-Hydroxy-3-methylazetidin-1-yl)pyridin-2-ylamino)-1-methyl-6-oxo-1,6-dihydropyridin-3-yl)-6-(1-oxo-3,4,6,7,8,9-hexahydropyrazino[1,2-a]indol-2(1H)-yl)benzyl Acetate). Yield: 42.9%. Reaction SMILES: Br[C:2]1[CH:3]=[C:4]([NH:10][C:11]2[CH:16]=[CH:15][C:14]([N:17]3[CH2:20][C:19]([OH:22])([CH3:21])[CH2:18]3)=[CH:13][N:12]=2)[C:5](=[O:9])[N:6]([CH3:8])[CH:7]=1.[C:23]([O:26][CH2:27][C:28]1[C:33](B2OC(C)(C)C(C)(C)O2)=[CH:32][CH:31]=[CH:30][C:29]=1[N:43]1[CH2:55][CH2:54][N:46]2[C:47]3[CH2:48][CH2:49][CH2:50][CH2:51][C:52]=3[CH:53]=[C:45]2[C:44]1=[O:56])(=[O:25])[CH3:24].[O-]P([O-])([O-])=O.[K+].[K+].[K+].CC([O-])=O.[Na+]>CC#N.O.C1C=CC(P(C2C=CC=CC=2)[C-]2C=CC=C2)=CC=1.C1C=CC(P(C2C=CC=CC=2)[C-]2C=CC=C2)=CC=1.Cl[Pd]Cl.[Fe+2]>[C:23]([O:26][CH2:27][C:28]1[C:29]([N:43]2[CH2:55][CH2:54][N:46]3[C:47]4[CH2:48][CH2:49][CH2:50][CH2:51][C:52]=4[CH:53]=[C:45]3[C:44]2=[O:56])=[CH:30][CH:31]=[CH:32][C:33]=1[C:2]1[CH:3]=[C:4]([NH:10][C:11]2[CH:16]=[CH:15][C:14]([N:17]3[CH2:20][C:19]([OH:22])([CH3:21])[CH2:18]3)=[CH:13][N:12]=2)[C:5](=[O:9])[N:6]([CH3:8])[CH:7]=1)(=[O:25])[CH3:24] |f:2.3.4.5,6.7,10.11.12.13|. Procedure details: A mixture of 207c (364 mg, 1.0 mmol), 2-(1-oxo-3,4,6,7,8,9-hexahydropyrazino[1,2-a]indol-2(1H)-yl)-6-(4,4,5,5-tetramethyl-1,3,2-dioxaborolan-2-yl)benzyl acetate 114a (510 mg, 1.1 mmol), PdCl2(dppf) (110 mg, 0.15 mmol), K3PO4 (100 mg), and NaOAc (50 mg) in MeCN (20 mL) and water (4 mL) was heated at reflux for 2 h. The solvent was evaporated in vacuo and the residue was purified on reverse phase Combi-flash to give 207d (267 mg, 43%). MS: [M+H]+ 623.